From a dataset of the Open Reaction Database (ORD), a public repository of structured organic reaction records. describe an organic reaction: reactants, conditions, products, and yield Starting materials: C1(=CC=CC=C1)P(C1=CC=CC=C1)C1=CC=CC=C1 (triphenylphosphine), [N+](=O)([O-])C=1C=C2C(=CNC2=CC1)CCO (5-nitro-3-(2-hydroxyethyl)indole), C(Br)(Br)(Br)Br (CBr4), C1(=CC=CC=C1)P(C1=CC=CC=C1)C1=CC=CC=C1 (triphenylphosphine), C(Br)(Br)(Br)Br (CBr4). Solvent: C(C)#N (acetonitrile), C(C)#N (acetonitrile), C(C)(=O)OCC (ethyl acetate), C(C)#N (acetonitrile). Conditions: time 18 hour. Yields the product [N+](=O)([O-])C=1C=C2C(=CNC2=CC1)CCBr (5-Nitro-3-(2-bromoethyl)indole). Isolated yield 87.0%. As a reaction SMILES: C1(P(C2C=CC=CC=2)C2C=CC=CC=2)C=CC=CC=1.[N+:20]([C:23]1[CH:24]=[C:25]2[C:29](=[CH:30][CH:31]=1)[NH:28][CH:27]=[C:26]2[CH2:32][CH2:33]O)([O-:22])=[O:21].C(Br)(Br)(Br)[Br:36]>C(#N)C.C(OCC)(=O)C>[N+:20]([C:23]1[CH:24]=[C:25]2[C:29](=[CH:30][CH:31]=1)[NH:28][CH:27]=[C:26]2[CH2:32][CH2:33][Br:36])([O-:22])=[O:21]. Reported procedure: To a solution of triphenylphosphine (2.83 g, 0.011 mol) in 100 mL of acetonitrile was added a solution of 5-nitro-3-(2-hydroxyethyl)indole (2.00 g, 0.0097 mol) in 25 mL of acetonitrile, followed by a solution of CBr4 (3.60 g, 0.011 mol) in 25 mL of acetonitrile, at 0° C. under Ar. The mixture was stirred at room temperature for 18 h and then another 0.283 g (1.1 mmol) of triphenylphosphine and 0.360 g (1.1 mmol) of CBr4 were added. After 2.5 h the mixture was diluted with ethyl acetate, washed (... The reactants are ClCCCBr, O=C([O-])[O-], [K+], [K+], CC1CNC(=O)c2cc3cc(O)ccc3n21. Yields the product CC1CNC(=O)c2cc3cc(OCCCCl)ccc3n21. RXN SMILES: [Br:23][CH2:24][CH2:25][CH2:26][Cl:27].[C:17](=[O:18])([O-:19])[O-:20].[K+:21].[K+:22].[OH:1][c:2]1[cH:3][c:4]2[cH:5][c:6]3[n:7]([c:8]2[cH:9][cH:10]1)[CH:11]([CH3:16])[CH2:12][NH:13][C:14]3=[O:15]>>[O:1]([c:2]1[cH:3][c:4]2[cH:5][c:6]3[n:7]([c:8]2[cH:9][cH:10]1)[CH:11]([CH3:16])[CH2:12][NH:13][C:14]3=[O:15])[CH2:24][CH2:25][CH2:26][Cl:27]. Reactants: NC(=O)N (urea), NC(=O)N.C(CCCC(=O)O)(=O)O (urea glutaric acid). Run at time 5 hour. Product: NC(=O)N.C(CCC(=O)O)(=O)O (urea succinic acid). As a reaction SMILES: [NH2:1][C:2]([NH2:4])=[O:3].N[C:6](N)=[O:7].C(O)(=O)C[CH2:11][CH2:12][C:13]([OH:15])=[O:14]>>[NH2:1][C:2]([NH2:4])=[O:3].[C:6]([OH:7])(=[O:3])[CH2:11][CH2:12][C:13]([OH:15])=[O:14] |f:1.2,3.4|. Procedure: On the other hand, 45 g. of urea was further added to the mother liquor with the urea-glutaric acid adduct removed and dissolved in the liquor at 60° C. Then, the liquor was cooled to and allowed to stand at 15° C. for 5 hours to precipitate a urea-succinic acid adduct. By filtration of the liquor, 50.3 g. of urea-succinic acid adduct (including 21.6 g. of succinic acid) was obtained. The urea-succinic acid adduct was dissolved in 300 g. of water at 30° C. and the solution was treated with the s... The reactants are O (water), BrCCCCCCO (6-Bromohexan-1-ol), C1(C=2C(C(N1)=O)=CC=CC2)=O.[K] (potassium phthalimide), C(C)(=O)OCC (ethyl acetate). Solvent: CN(C=O)C (N,N-dimethylformamide). Conditions: time 72 hour. Product: OCCCCCCN1C(C=2C(C1=O)=CC=CC2)=O (N-(6-hydroxyhexyl)-phthalimide). RXN SMILES: Br[CH2:2][CH2:3][CH2:4][CH2:5][CH2:6][CH2:7][OH:8].[C:9]1(=[O:19])[NH:13][C:12](=[O:14])[C:11]2=[CH:15][CH:16]=[CH:17][CH:18]=[C:10]12.[K].C(OCC)(=O)C.O>CN(C)C=O>[OH:8][CH2:7][CH2:6][CH2:5][CH2:4][CH2:3][CH2:2][N:13]1[C:12](=[O:14])[C:11]2=[CH:15][CH:16]=[CH:17][CH:18]=[C:10]2[C:9]1=[O:19] |f:1.2,^1:19|. Procedure details: 6-Bromohexan-1-ol (8 g, 44 mmol) and potassium phthalimide (16.4 g, 88 mmol) were heated at 90° C. for two hours in dry N,N-dimethylformamide (50 ml). The mixture was cooled and partitioned between chloroform (150 ml) and water (150 ml). The organic layer washed with water (2×150 ml), dried over anhydrous magnesium sulphate, filtered, and the filtrate evaporated under reduced pressure to give a yellow liquid. The liquid was left at 4° C. for 72 hours before repartitioning between ethyl acetate (...